Dataset: the Open Reaction Database (ORD), a public repository of structured organic reaction records. Task: describe an organic reaction: reactants, conditions, products, and yield Starting materials: CCOC(=O)C(C)(C)Br, Cc1cc(CCCC2CN(Cc3ccc(C(C)(C)C)cc3)C(=O)N2C)ccc1O, O=C([O-])[O-], CCOC(C)=O, [K+], [K+], CN(C)C=O. Product: CCOC(=O)C(C)(C)Oc1ccc(CCCC2CN(Cc3ccc(C(C)(C)C)cc3)C(=O)N2C)cc1C. Reaction SMILES: [Br:30][C:31]([C:32](=[O:33])[O:34][CH2:35][CH3:36])([CH3:37])[CH3:38].[C:1]([CH3:2])([CH3:3])([CH3:4])[c:5]1[cH:6][cH:7][c:8]([CH2:9][N:10]2[C:11](=[O:27])[N:12]([CH3:26])[CH:13]([CH2:15][CH2:16][CH2:17][c:18]3[cH:19][c:20]([CH3:25])[c:21]([OH:24])[cH:22][cH:23]3)[CH2:14]2)[cH:28][cH:29]1.[C:39](=[O:40])([O-:41])[O-:42].[CH3:50][CH2:51][O:52][C:53](=[O:54])[CH3:55].[K+:43].[K+:44].[O:45]=[CH:46][N:47]([CH3:48])[CH3:49]>>[C:1]([CH3:2])([CH3:3])([CH3:4])[c:5]1[cH:6][cH:7][c:8]([CH2:9][N:10]2[C:11](=[O:27])[N:12]([CH3:26])[CH:13]([CH2:15][CH2:16][CH2:17][c:18]3[cH:19][c:20]([CH3:25])[c:21]([O:24][C:31]([C:32](=[O:33])[O:34][CH2:35][CH3:36])([CH3:37])[CH3:38])[cH:22][cH:23]3)[CH2:14]2)[cH:28][cH:29]1. The reactants are C(C1=CC=CC=C1)OC(=O)N1CC2=CC(=CC=C2CC1)OCCC1(CCN(CC1)C1=CC=NC=C1)C#N (7-[2-[4-cyano-1-(pyridin-4-yl)piperidin-4-yl]ethoxy]-1,2,3,4-tetrahydroisoquinoline-2-carboxylic acid benzyl ester), C(=O)[O-].[NH4+] (ammonium formate). Reagents/catalysts: [C].[Pd] (palladium carbon). Run in C(C)O (ethanol). Product: C(#N)C1(CCN(CC1)C1=CC=NC=C1)CCOC1=CC=C2CCNCC2=C1 (7-[2-[4-Cyano-1-(pyridin-4-yl)piperidin-4-yl]ethoxy]-1,2,3,4-tetrahydroisoquinoline). Yield: 90.2%. Reaction SMILES: C(OC([N:11]1[CH2:20][CH2:19][C:18]2[C:13](=[CH:14][C:15]([O:21][CH2:22][CH2:23][C:24]3([C:36]#[N:37])[CH2:29][CH2:28][N:27]([C:30]4[CH:35]=[CH:34][N:33]=[CH:32][CH:31]=4)[CH2:26][CH2:25]3)=[CH:16][CH:17]=2)[CH2:12]1)=O)C1C=CC=CC=1.C([O-])=O.[NH4+]>C(O)C.[C].[Pd]>[C:36]([C:24]1([CH2:23][CH2:22][O:21][C:15]2[CH:14]=[C:13]3[C:18]([CH2:19][CH2:20][NH:11][CH2:12]3)=[CH:17][CH:16]=2)[CH2:25][CH2:26][N:27]([C:30]2[CH:31]=[CH:32][N:33]=[CH:34][CH:35]=2)[CH2:28][CH2:29]1)#[N:37] |f:1.2,4.5|. Procedure details: To a solution of 7-[2-[4-cyano-1-(pyridin-4-yl)piperidin-4-yl]ethoxy]-1,2,3,4-tetrahydroisoquinoline-2-carboxylic acid benzyl ester (585 mg) in ethanol (5 ml) were added 7.5% palladium carbon (220 mg) and ammonium formate (220 mg), and the mixture was stirred under reflux for 3 hours. After completion of the reaction, the reaction mixture was filtrated and the solvent was evaporated. To the obtained residue was added aqueous sodium hydrogencarbonate and the mixture was extracted with chloroform....